Dataset: the Open Reaction Database (ORD), a public repository of structured organic reaction records. Task: describe an organic reaction: reactants, conditions, products, and yield Starting materials: C(C)(=O)OCC (ethyl acetate), C(C)(C)(C)OC(=O)CCCOC1=C(C(=O)OCC)C=CC=C1 (Ethyl 2-(3-tert-butoxycarbonylpropoxy)benzoate), FC(C(=O)O)(F)F (trifluoroacetic acid). The solvent is C(C)OCC (ethyl ether). Product: C(C)OC(=O)C1=C(OCCCC(=O)O)C=CC=C1 (4-(2-ethoxycarbonylphenoxy)butyric acid). Yield: 95.2%. Reaction SMILES: C([O:5][C:6]([CH2:8][CH2:9][CH2:10][O:11][C:12]1[CH:22]=[CH:21][CH:20]=[CH:19][C:13]=1[C:14]([O:16][CH2:17][CH3:18])=[O:15])=[O:7])(C)(C)C.FC(F)(F)C(O)=O.C(OCC)(=O)C>C(OCC)C>[CH2:17]([O:16][C:14]([C:13]1[CH:19]=[CH:20][CH:21]=[CH:22][C:12]=1[O:11][CH2:10][CH2:9][CH2:8][C:6]([OH:7])=[O:5])=[O:15])[CH3:18]. Procedure details: Ethyl 2-(3-tert-butoxycarbonylpropoxy)benzoate (3.60 g, 11.7 mmol) was treated with an excess of trifluoroacetic acid at room temperature over one hour. The solution was concentrated in vacuo and the oily residue purified by silica gel flash chromatography using (10:1) hexane:ethyl acetate to pure ethyl ether to provide 4-(2-ethoxycarbonylphenoxy)butyric acid as a colorless crystalline solid (2.81 g, 95% yield); 1H NMR (300 MHz, CDCl3): 7.80 (d, 1H), 7.50 (tr, 1H), 7.00 (m, 2H), 4.40 (q, 2H), 4.... The reactants are C(C1=CC=CC=C1)(=O)N=C=S (benzoylisothiocyanate), [N+](=[N-])=C (diazomethane). Run in CCOCC (ether). Reaction conditions: time 1 hour. Product: C(C1=CC=CC=C1)(=O)NC1=CN=NS1 (5-Benzamido-1,2,3-thiadiazole). Yield: 36.6%. As a reaction SMILES: [C:1]([N:9]=[C:10]=[S:11])(=[O:8])[C:2]1[CH:7]=[CH:6][CH:5]=[CH:4][CH:3]=1.[N+:12](=[CH2:14])=[N-:13]>CCOCC>[C:1]([NH:9][C:10]1[S:11][N:13]=[N:12][CH:14]=1)(=[O:8])[C:2]1[CH:7]=[CH:6][CH:5]=[CH:4][CH:3]=1. Procedure: To a stirred solution of benzoylisothiocyanate (50.6 g., 310 mmoles) in commercial anhydrous ether (400 ml.), maintained at 0° and in a nitrogen atmosphere, was added dropwise with vigorous stirring, 0.685 N ethereal diazomethane (453 ml., 310 mmoles). When the addition was completed, the mixture was stirred for 1 hour at 0°, the solid was collected by filtration and dried in vacuo. The melting point of the crude material (23.3 g.) thus obtained was observed somewhere in the region 232° to 257°.... Reaction SMILES: [Cl:1][C:2]1[C:11]2[C:6](=[CH:7][CH:8]=[CH:9][CH:10]=2)[N:5]=[C:4]([C:12]2[CH:17]=[CH:16][C:15]([CH3:18])=[C:14]([CH3:19])[CH:13]=2)[CH:3]=1.[NH2:20][CH2:21][CH:22]([OH:25])[CH2:23][OH:24]>>[ClH:1].[CH3:19][C:14]1[CH:13]=[C:12]([C:4]2[CH:3]=[C:2]([NH:20][CH2:21][CH:22]([OH:25])[CH2:23][OH:24])[C:11]3[C:6](=[CH:7][CH:8]=[CH:9][CH:10]=3)[N:5]=2)[CH:17]=[CH:16][C:15]=1[CH3:18] |f:2.3|. Reactants: ClC1=CC(=NC2=CC=CC=C12)C1=CC(=C(C=C1)C)C (4-chloro-2-(3,4-dimethyl-phenyl)-quinoline), NCC(CO)O ((RS)-3-amino-1,2-propandiol). Procedure: The title compound, m.p. 248° C. and MS: m/e=322 (M+), was prepared 4-chloro-2-(3,4-dimethyl-phenyl)-quinoline and (RS)-3-amino-1,2-propandiol. The product is Cl.CC=1C=C(C=CC1C)C1=NC2=CC=CC=C2C(=C1)NCC(CO)O ((RS)-3-[2-(3,4-Dimethyl-phenyl)-quinolin-4-ylamino]-propane-1,2-diol hydrochloride). Conditions: temperature 135 celsius, time 3 hour. RXN SMILES: [I:1][C:2]1[CH:8]=[C:7]([C:9]([F:18])([C:14]([F:17])([F:16])[F:15])[C:10]([F:13])([F:12])[F:11])[CH:6]=[C:5]([I:19])[C:3]=1[NH2:4].[Cl:20][C:21]1[C:29]([N+:30]([O-:32])=[O:31])=[CH:28][CH:27]=[CH:26][C:22]=1[C:23](Cl)=[O:24].O>CN1C(=O)N(C)CC1>[Cl:20][C:21]1[C:29]([N+:30]([O-:32])=[O:31])=[CH:28][CH:27]=[CH:26][C:22]=1[C:23]([NH:4][C:3]1[C:2]([I:1])=[CH:8][C:7]([C:9]([F:18])([C:10]([F:13])([F:12])[F:11])[C:14]([F:15])([F:16])[F:17])=[CH:6][C:5]=1[I:19])=[O:24]. Starting materials: IC1=C(N)C(=CC(=C1)C(C(F)(F)F)(C(F)(F)F)F)I (2,6-diiodo-4-(perfluoropropan-2-yl)aniline), ClC1=C(C(=O)Cl)C=CC=C1[N+](=O)[O-] (2-chloro-3-nitrobenzoyl chloride), O (water). Isolated yield 103.5%. Solvent: CN1CCN(C1=O)C (DMI). Product: ClC1=C(C(=O)NC2=C(C=C(C=C2I)C(C(F)(F)F)(C(F)(F)F)F)I)C=CC=C1[N+](=O)[O-] (2-chloro-N-(2,6-diiodo-4-(perfluoropropan-2-yl)phenyl)-3-nitrobenzamide). Procedure: To a solution of 40.0 g (78.0 mmol) of 2,6-diiodo-4-(perfluoropropan-2-yl)aniline in 100 ml of DMI was added 20.6 g (94.0 mmol) of 2-chloro-3-nitrobenzoyl chloride, followed by stirring at 135° C. for 3 hours. After cooling to room temperature, the reaction mixture was poured into 1000 ml of water. After extraction with the addition of 1000 ml of ethyl acetate, the organic layer was washed with water and then dried over anhydrous magnesium sulfate. The solvent was evaporated under reduced pressu... The reactants are COC(C(O)C12CCCC2C1)=O (2-(bicyclo[3.1.0]hex-1-yl)-2-hydroxyacetic acid methyl ester). The reagents and catalysts are [O-2].[Mn+4].[O-2] (manganese(IV)oxide). Solvent: CCOCC (ether). Reaction conditions: time 4 hour. The product is COC(C(=O)C12CCCC2C1)=O (2-(bicyclo[3.1.0]hex-1-yl)-2-oxoacetic acid methyl ester). The yield is 80.3%. RXN SMILES: [CH3:1][O:2][C:3](=[O:12])[CH:4]([C:6]12[CH2:11][CH:10]1[CH2:9][CH2:8][CH2:7]2)[OH:5]>CCOCC.[O-2].[Mn+4].[O-2]>[CH3:1][O:2][C:3](=[O:12])[C:4]([C:6]12[CH2:11][CH:10]1[CH2:9][CH2:8][CH2:7]2)=[O:5] |f:2.3.4|. Procedure: 2×40 g active manganese(IV)oxide were added one after the other over 2 hours to a well-stirred solution of 13.6 g (80 mmol) 2-(bicyclo[3.1.0]hex-1-yl)-2-hydroxyacetic acid methyl ester in 500 ml anhydrous ether, and the mixture was stirred at room temperature for a further 4 hours until all the starting material was used up (DC control). The reaction mixture was then filtered over diatomaceous earth (Celite®). After the solvent was evaporated off in vacuum at room temperature, 10.8 g (80%) of 2-... Starting materials: OC=1C=CC2=C(SC(=C2C(=O)C2=CC=C(C=C2)OCCN2CCCCC2)C2=CC=C(C=C2)O)C1 ([6-hydroxy-2-(4-hydroxyphenyl)benzo-[b]thien-3-yl][4-[2-(1-piperidinyl)ethoxy]phenyl]methanone), C(CCC)N=C=O (n-butylisocyanate). Run in O1CCCC1 (tetrahydrofuran). Yields the product C(CCC)NC(=O)C=1C=CC2=C(SC(=C2C(=O)C2=CC=C(C=C2)OCCN2CCCCC2)C2=CC=C(C=C2)C(NCCCC)=O)C1 ([6-(N-(n-butyl)carbamoyl]-2-[4-(N-(n-butyl)carbamoyl)phenyl]benzo[b]thien-3-yl][4-[2-(1-piperidinyl)ethoxy]phenyl] methanone). Isolated yield 84.6%. Reaction SMILES: O[C:2]1[CH:3]=[CH:4][C:5]2[C:9]([C:10]([C:12]3[CH:17]=[CH:16][C:15]([O:18][CH2:19][CH2:20][N:21]4[CH2:26][CH2:25][CH2:24][CH2:23][CH2:22]4)=[CH:14][CH:13]=3)=[O:11])=[C:8]([C:27]3[CH:32]=[CH:31][C:30](O)=[CH:29][CH:28]=3)[S:7][C:6]=2[CH:34]=1.[CH2:35]([N:39]=[C:40]=[O:41])[CH2:36][CH2:37][CH3:38]>O1CCCC1>[CH2:35]([NH:39][C:40]([C:2]1[CH:3]=[CH:4][C:5]2[C:9]([C:10]([C:12]3[CH:17]=[CH:16][C:15]([O:18][CH2:19][CH2:20][N:21]4[CH2:26][CH2:25][CH2:24][CH2:23][CH2:22]4)=[CH:14][CH:13]=3)=[O:11])=[C:8]([C:27]3[CH:32]=[CH:31][C:30]([C:40](=[O:41])[NH:39][CH2:35][CH2:36][CH2:37][CH3:38])=[CH:29][CH:28]=3)[S:7][C:6]=2[CH:34]=1)=[O:41])[CH2:36][CH2:37][CH3:38]. Reported procedure: 4.47 g (9 mmol) of [6-hydroxy-2-(4-hydroxyphenyl)benzo-[b]thien-3-yl][4-[2-(1-piperidinyl)ethoxy]phenyl]methanone was dissolved in 250 ml of tetrahydrofuran and 4 g (40 mmol) of n-butylisocyanate was added. The reaction mixture, at room temperature and under nitrogen, was allowed to react for 72 hours. The reaction mixture had evaporated by the end of this time and the residue was dissolved in a minimal amount of chloroform. This solution was chromatographed (HPLC) on a silica gel column, eluted...